This data is from the Open Reaction Database (ORD), a public repository of structured organic reaction records. The task is: describe an organic reaction: reactants, conditions, products, and yield Starting materials: CC(C)(C)OC(=O)NC(COCc1ccccc1)C(=O)O, CI, CCOC(C)=O, [H-], [Na+], C1CCOC1, O. Product: CN(C(=O)OC(C)(C)C)C(COCc1ccccc1)C(=O)O. As a reaction SMILES: [C:1](=[O:2])([O:3][C:4]([CH3:5])([CH3:6])[CH3:7])[NH:8][CH:9]([CH2:10][O:11][CH2:12][c:13]1[cH:14][cH:15][cH:16][cH:17][cH:18]1)[C:19](=[O:20])[OH:21].[CH3:22][I:23].[CH3:31][CH2:32][O:33][C:34](=[O:35])[CH3:36].[H-:24].[Na+:25].[O:26]1[CH2:27][CH2:28][CH2:29][CH2:30]1.[OH2:37]>>[C:1](=[O:2])([O:3][C:4]([CH3:5])([CH3:6])[CH3:7])[N:8]([CH:9]([CH2:10][O:11][CH2:12][c:13]1[cH:14][cH:15][cH:16][cH:17][cH:18]1)[C:19](=[O:20])[OH:21])[CH3:22].